From a dataset of the Open Reaction Database (ORD), a public repository of structured organic reaction records. describe an organic reaction: reactants, conditions, products, and yield The reactants are ClC1=CC2=C(NC(N2)=O)C=C1C (5-Chloro-6-methyl-1,3-dihydro-benzoimidazol-2-one), O=P(Cl)(Cl)Cl (POCl3). Yields the product ClC=1NC2=C(N1)C=C(C(=C2)C)Cl (2,6-Dichloro-5-methylbenzoimidazole). As a reaction SMILES: [Cl:1][C:2]1[C:11]([CH3:12])=[CH:10][C:5]2[NH:6][C:7](=O)[NH:8][C:4]=2[CH:3]=1.O=P(Cl)(Cl)[Cl:15]>>[Cl:15][C:7]1[NH:6][C:5]2[CH:10]=[C:11]([CH3:12])[C:2]([Cl:1])=[CH:3][C:4]=2[N:8]=1. Procedure details: The benzimidazol-2-one from step (a) above (10.6 g, 58 mmol) reacted with POCl3 under the conditions of Example 1c to give the title compound as a brown solid. MS (ESI, pos. ion) m/z: 201.3 (M+1). Reactants: Cc1nc(C)c(CBr)nc1C, O=C([O-])[O-], CCOC(=O)c1ccc(OC)c(O)c1, [K+], [K+], CN(C)C=O, O. Product: CCOC(=O)c1ccc(OC)c(OCc2nc(C)c(C)nc2C)c1. Reaction SMILES: [Br:1][CH2:2][c:3]1[n:4][c:5]([CH3:11])[c:6]([CH3:10])[n:7][c:8]1[CH3:9].[C:26](=[O:27])([O-:28])[O-:29].[CH2:12]([CH3:13])[O:14][C:15]([c:16]1[cH:17][c:18]([OH:24])[c:19]([O:22][CH3:23])[cH:20][cH:21]1)=[O:25].[K+:30].[K+:31].[O:32]=[CH:33][N:34]([CH3:35])[CH3:36].[OH2:37]>>[CH2:2]([c:3]1[n:4][c:5]([CH3:11])[c:6]([CH3:10])[n:7][c:8]1[CH3:9])[O:24][c:18]1[cH:17][c:16]([C:15]([O:14][CH2:12][CH3:13])=[O:25])[cH:21][cH:20][c:19]1[O:22][CH3:23]. Reactants: FC1=C2C(CCOC2=CC(=C1)F)(O)C (5,7-Difluoro-4-methyl-3,4-dihydro-2H-chromen-4-ol), FC(C(=O)O)(F)F (trifluoroacetic acid), CSCC=1C=CC=C2C=CNC12 (7-[(Methylsulfanyl)methyl]-1H-indole). The solvent is ClCCl (dichloromethane). Reaction conditions: time 30 minute. Yields the product FC1=C2C(CCOC2=CC(=C1)F)(C)C1=CNC2=C(C=CC=C12)CSC (3-(5,7-Difluoro-4-methyl-3,4-dihydro-2H-chromen-4-yl)-7-[(methylsulfanyl)methyl]-1H-indole). RXN SMILES: [F:1][C:2]1[CH:11]=[C:10]([F:12])[CH:9]=[C:8]2[C:3]=1[C:4]([CH3:14])(O)[CH2:5][CH2:6][O:7]2.FC(F)(F)C(O)=O.[CH3:22][S:23][CH2:24][C:25]1[CH:26]=[CH:27][CH:28]=[C:29]2[C:33]=1[NH:32][CH:31]=[CH:30]2>ClCCl>[F:1][C:2]1[CH:11]=[C:10]([F:12])[CH:9]=[C:8]2[C:3]=1[C:4]([C:30]1[C:29]3[C:33](=[C:25]([CH2:24][S:23][CH3:22])[CH:26]=[CH:27][CH:28]=3)[NH:32][CH:31]=1)([CH3:14])[CH2:5][CH2:6][O:7]2. Procedure details: 565 mg (2.82 mmol) of the compound from Example 171A and 0.26 ml (3.39 mmol) of trifluoroacetic acid were added to 500 mg (2.82 mmol) of the compound from Example 8A in 20 ml of dichloromethane. The reaction mixture was stirred at RT for 30 min, the solvent was removed in vacuo, and the crude product was then purified by preparative HPLC (mobile phase: acetonitrile/water gradient) and subsequent flash chromatography on silica gel (mobile phase: dichloromethane). 632 mg (62% of theory) of the tit... Reactants: I.CNC(SC)=N (N,S-dimethyl-isothiourea hydroiodide), C1(CCCCC1)N(C(=O)Cl)C(=O)Cl (N-cyclohexyl-bis-(chlorocarbonyl)-amine). Product: C1(CCCCC1)N1C(N(C(NC1=O)SC)C)=O (1-cyclohexyl-3-methyl-4-methylmercapto-tetrahydro-1,3,5-triazine-2,6-dione). Reaction SMILES: I.[CH3:2][NH:3][C:4](=[NH:7])[S:5][CH3:6].[CH:8]1([N:14]([C:18](Cl)=[O:19])[C:15](Cl)=[O:16])[CH2:13][CH2:12][CH2:11][CH2:10][CH2:9]1>>[CH:8]1([N:14]2[C:18](=[O:19])[NH:7][CH:4]([S:5][CH3:6])[N:3]([CH3:2])[C:15]2=[O:16])[CH2:13][CH2:12][CH2:11][CH2:10][CH2:9]1 |f:0.1|. Procedure details: Analogously to Example 24, N,S-dimethyl-isothiourea hydroiodide and N-cyclohexyl-bis-(chlorocarbonyl)-amine (prepared analogously to Synthesis 1970, pages 542-543; boiling point 80°-82° C/0.3 mm Hg) yielded 1-cyclohexyl-3-methyl-4-methylmercapto-tetrahydro-1,3,5-triazine-2,6-dione as a colorless powder of melting point 135°-137° C. Reaction SMILES: [Br:26][CH2:27][C:28](=[O:29])[O:30][CH2:31][CH3:32].[CH3:33][N:34]([CH3:35])[CH:36]=[O:37].[H-:24].[NH2:1][c:2]1[c:3]2[c:4]([n:5][cH:6][n:7]1)[nH:8][cH:9][c:10]2-[c:11]1[cH:12][cH:13][c:14]([O:17][c:18]2[cH:19][cH:20][cH:21][cH:22][cH:23]2)[cH:15][cH:16]1.[Na+:25]>>[NH2:1][c:2]1[c:3]2[c:4]([n:5][cH:6][n:7]1)[n:8]([CH2:27][C:28](=[O:29])[O:30][CH2:31][CH3:32])[cH:9][c:10]2-[c:11]1[cH:12][cH:13][c:14]([O:17][c:18]2[cH:19][cH:20][cH:21][cH:22][cH:23]2)[cH:15][cH:16]1. Yields the product CCOC(=O)Cn1cc(-c2ccc(Oc3ccccc3)cc2)c2c(N)ncnc21. Reactants: CCOC(=O)CBr, CN(C)C=O, [H-], Nc1ncnc2[nH]cc(-c3ccc(Oc4ccccc4)cc3)c12, [Na+]. Reactants: CCOc1cc(NC(C)=O)c(Cl)cc1C(=O)NCC1CN(Cc2ccc(F)cc2)CCO1, Cl, [Na+], [OH-]. Yields the product CCOc1cc(N)c(Cl)cc1C(=O)NCC1CN(Cc2ccc(F)cc2)CCO1. As a reaction SMILES: [C:1](=[O:2])([CH3:3])[NH:4][c:5]1[cH:6][c:7]([O:30][CH2:31][CH3:32])[c:8]([C:9](=[O:10])[NH:11][CH2:12][CH:13]2[O:14][CH2:15][CH2:16][N:17]([CH2:19][c:20]3[cH:21][cH:22][c:23]([F:26])[cH:24][cH:25]3)[CH2:18]2)[cH:27][c:28]1[Cl:29].[ClH:35].[Na+:34].[OH-:33]>>[NH2:4][c:5]1[cH:6][c:7]([O:30][CH2:31][CH3:32])[c:8]([C:9](=[O:10])[NH:11][CH2:12][CH:13]2[O:14][CH2:15][CH2:16][N:17]([CH2:19][c:20]3[cH:21][cH:22][c:23]([F:26])[cH:24][cH:25]3)[CH2:18]2)[cH:27][c:28]1[Cl:29].